This data is from the Open Reaction Database (ORD), a public repository of structured organic reaction records. The task is: describe an organic reaction: reactants, conditions, products, and yield Reactants: CO, CC(C)(C)OC(=O)NC(CC1CCCCC1)C1CO1, [NH4+], [OH-]. Product: CC(C)(C)OC(=O)NC(CC1CCCCC1)C(O)CN. Reaction SMILES: [CH3:22][OH:23].[CH:1]1([CH2:7][CH:8]([CH:9]2[O:10][CH2:11]2)[NH:12][C:13]([O:14][C:15]([CH3:16])([CH3:17])[CH3:18])=[O:19])[CH2:2][CH2:3][CH2:4][CH2:5][CH2:6]1.[NH4+:20].[OH-:21]>>[CH:1]1([CH2:7][CH:8]([CH:9]([OH:10])[CH2:11][NH2:20])[NH:12][C:13]([O:14][C:15]([CH3:16])([CH3:17])[CH3:18])=[O:19])[CH2:2][CH2:3][CH2:4][CH2:5][CH2:6]1. The reactants are CCOC(=O)CCBr, O=C([O-])[O-], CCOCC, [Cs+], [Cs+], CN(C)C=O, N#Cc1ccc2[nH]ccc2c1. Yields the product CCOC(=O)CCn1ccc2cc(C#N)ccc21. Reaction SMILES: [Br:12][CH2:13][CH2:14][C:15](=[O:16])[O:17][CH2:18][CH3:19].[C:20](=[O:21])([O-:22])[O-:23].[CH3:26][CH2:27][O:28][CH2:29][CH3:30].[Cs+:24].[Cs+:25].[O:31]=[CH:32][N:33]([CH3:34])[CH3:35].[nH:1]1[cH:2][cH:3][c:4]2[cH:5][c:6]([C:10]#[N:11])[cH:7][cH:8][c:9]12>>[n:1]1([CH2:13][CH2:14][C:15](=[O:16])[O:17][CH2:18][CH3:19])[cH:2][cH:3][c:4]2[cH:5][c:6]([C:10]#[N:11])[cH:7][cH:8][c:9]12. Starting materials: CC(=O)C1=CC=C(C=C1)N (4-aminoacetophenone), [N-]=C=O.COC([C@@H](N)CC1=CC=CC=C1)=O (phenylalanine methyl ester isocyanate), Cl.NO (hydroxylamine hydrochloride), C(OC)(OC)OC (trimethyl orthoformate). Run in C1CCOC1 (THF), C1CCOC1 (THF), N1=CC=CC=C1 (pyridine). Reaction conditions: time 3 hour. Yields the product ON=C(C)C1=CC=C(C=C1)NC(=O)NC(CC1=CC=CC=C1)C(=O)OC (N-[4-(1-hydroxyiminoethyl)phenyl]-N'-(1-methoxycarbonyl-2-phenylethyl)urea). Reaction SMILES: [CH3:1][C:2]([C:4]1[CH:9]=[CH:8][C:7]([NH2:10])=[CH:6][CH:5]=1)=O.[N-:11]=[C:12]=[O:13].[CH3:14][O:15][C:16](=[O:26])[C@H:17]([CH2:19][C:20]1[CH:25]=[CH:24][CH:23]=[CH:22][CH:21]=1)N.Cl.[NH2:28][OH:29].C(OC)(OC)OC>C1COCC1.N1C=CC=CC=1>[OH:29][N:28]=[C:2]([C:4]1[CH:9]=[CH:8][C:7]([NH:10][C:12]([NH:11][CH:17]([C:16]([O:15][CH3:14])=[O:26])[CH2:19][C:20]2[CH:25]=[CH:24][CH:23]=[CH:22][CH:21]=2)=[O:13])=[CH:6][CH:5]=1)[CH3:1] |f:1.2,3.4|. Procedure: A solution of 0.02 mol 4-aminoacetophenone in 40 mL THF is added dropwise to a solution of 0.02 mol of phenylalanine methyl ester isocyanate and 5 mL pyridine in 40 mL THF, and the reaction mixture is stirred for 3 hours. The solvent is then removed by rotary evaporator. The residue is dispersed in 50 mL CH3OH, and 0.022 mol hydroxylamine hydrochloride and 0.06 mol trimethyl orthoformate are added. The reaction mixture is heated to reflux for 1 hour. The solvent is removed by rotary evaporator. ... The reactants are C1(=CC=CC=C1)NC(NN)=O (4-Phenyl semicarbazide), OC=1C(=NC=CC1)C=O (3-hydroxy-2-pyridine carbaldehyde). Run in O.C(C)O (ethanol water). Conditions: time 3 hour. The product is OC=1C(=NC=CC1)C=NNC(=O)NC1=CC=CC=C1 (3-Hydroxy-2-[[(N-phenylaminocarbonyl)hydrazono]methyl] pyridine). The yield is 97.2%. RXN SMILES: [C:1]1([NH:7][C:8](=[O:11])[NH:9][NH2:10])[CH:6]=[CH:5][CH:4]=[CH:3][CH:2]=1.[OH:12][C:13]1[C:14]([CH:19]=O)=[N:15][CH:16]=[CH:17][CH:18]=1>O.C(O)C>[OH:12][C:13]1[C:14]([CH:19]=[N:10][NH:9][C:8]([NH:7][C:1]2[CH:2]=[CH:3][CH:4]=[CH:5][CH:6]=2)=[O:11])=[N:15][CH:16]=[CH:17][CH:18]=1 |f:2.3|. Procedure details: 4-Phenyl semicarbazide (4.91 g, 33 mmol) was added to a suspension of 3-hydroxy-2-pyridine carbaldehyde (4.0 g, 33 mmol) in a mixture of ethanol water (30 mL:40 mL). The reaction mixture was stirred at room temperature for 3 h and the yellow product was collected by filtration. The yellow precipitate was washed with EtOH/H2O 1:1 and dried under P2 O5 to yield 8.22 g (99%) of product. It can be recrystallized from EtOH/H2O; m.p. 201°-2° C. (dec.). 1H NMR (d6 -DMSO) d: 10.85 (br.s., 1H); 10.6 (br.... Reactants: C1=CC2=C(C=C1O)C(=CN2)CC(C(=O)O)N (DL-5-hydroxytryptophan), CS(=O)C (dimethylsulfoxide), O=C1C=2N=CN(C2N=CN1)CCC(=O)OC1=CC=C(C=C1)[N+](=O)[O-] (3-(1,6-dihydro-6-oxo-9H-purin-9-yl)propanoic acid, 4-nitrophenyl ester). The solvent is CC(=O)C (acetone). Conditions: time 2.5 hour. The product is O=C1C=2N=CN(C2N=CN1)CCC(=O)NC(C(=O)O)CC1=CNC2=CC=C(C=C12)O (2-[[3-(1,6-dihydro-6-oxo-9H-purin-9-yl)-1-oxopropyl]amino]-3-(5-hydroxyl-1H-indol-3-yl)-propionic acid). Yield: 7.3%. Reaction SMILES: [CH:1]1[C:6]([OH:7])=[CH:5][C:4]2[C:8]([CH2:11][CH:12]([NH2:16])[C:13]([OH:15])=[O:14])=[CH:9][NH:10][C:3]=2[CH:2]=1.CS(C)=O.[O:21]=[C:22]1[NH:30][CH:29]=[N:28][C:27]2[N:26]([CH2:31][CH2:32][C:33](OC3C=CC([N+]([O-])=O)=CC=3)=[O:34])[CH:25]=[N:24][C:23]1=2>CC(C)=O>[O:21]=[C:22]1[NH:30][CH:29]=[N:28][C:27]2[N:26]([CH2:31][CH2:32][C:33]([NH:16][CH:12]([CH2:11][C:8]3[C:4]4[C:3](=[CH:2][CH:1]=[C:6]([OH:7])[CH:5]=4)[NH:10][CH:9]=3)[C:13]([OH:15])=[O:14])=[O:34])[CH:25]=[N:24][C:23]1=2. Procedure: 100 mg (0.500 mmol) of DL-5-hydroxytryptophan and 3 ml of dry dimethylsulfoxide were placed in a 25 ml round bottom flask equipped with a magnetic stirring bar and stopper. Then 150 mg (0.456 mmol) of 3-(1,6-dihydro-6-oxo-9H-purin-9-yl)propanoic acid, 4-nitrophenyl ester (AIT-0081) were added and the heterogeneous mixture was stirred for 2.5 hours at room temperature in the closed flask. The mixture became completely homogeneous. The reaction mixture was poured into 20 ml of acetone and a semi-s... The reactants are O (water), Cl (hydrochloric acid), ClC1=C(C(=O)OC(C(=O)OCC)(C)C)C=C(C(=C1)F)[N+](=O)[O-] (ethyl 2-(2-chloro-4-fluoro-5-nitro-benzoyloxy)-2-methyl-propionate). Reagents/catalysts: [Fe] (iron). The solvent is C(C)O (ethanol), C(C)O (ethanol). Yields the product NC=1C(=CC(=C(C(=O)OC(C(=O)OCC)(C)C)C1)Cl)F (ethyl 2-(5-amino-2-chloro-4-fluoro-benzoyloxy)-2-methylpropionate). As a reaction SMILES: O.Cl.[Cl:3][C:4]1[CH:20]=[C:19]([F:21])[C:18]([N+:22]([O-])=O)=[CH:17][C:5]=1[C:6]([O:8][C:9]([CH3:16])([CH3:15])[C:10]([O:12][CH2:13][CH3:14])=[O:11])=[O:7]>C(O)C.[Fe]>[NH2:22][C:18]1[C:19]([F:21])=[CH:20][C:4]([Cl:3])=[C:5]([CH:17]=1)[C:6]([O:8][C:9]([CH3:15])([CH3:16])[C:10]([O:12][CH2:13][CH3:14])=[O:11])=[O:7]. Procedure: A mixture of 10 g of finely powdered iron. 50 ml of ethanol, 11 ml of water and 1 ml of concentrated hydrochloric acid is heated to 65° C. while stirring. To this mixture is added dropwise during 2 hours a solution of 15 g of ethyl 2-(2-chloro-4-fluoro-5-nitro-benzoyloxy)-2-methyl-propionate in 15 ml of ethanol in such a manner that the temperature does not rise above 80° C. After completion of the addition the reaction mixture is stirred at 70° C. for a further 16 hours. After cooling the react... Reactants: FC(C(=O)O)(F)F.NCC=1C(=NON1)C1=NOC(N1C1=CC(=C(C=C1)F)Cl)=O (3-[4-(Aminomethyl)-1,2,5-oxadiazol-3-yl]-4-(3-chloro-4-fluorophenyl)-1,2,4-oxadiazol-5(4H)-one trifluoroacetate), S(=O)(=O)(N)N (sulfamide), [OH-].[Na+] (sodium hydroxide). The solvent is N1=CC=CC=C1 (pyridine), O (water). Conditions: temperature 120 celsius, time 30 minute. Product: FC(C(=O)O)(F)F.NS(=O)(=O)NCC=1C(=NON1)C(NC1=CC(=C(C=C1)F)Cl)=NO (4-[(Aminosulfonyl)amino]methyl-N-(3-chloro-4-fluorophenyl)-N′-hydroxy-1,2,5-oxadiazole-3-carboximidamide trifluoroacetate). The yield is 50.7%. Reaction SMILES: [F:1][C:2]([F:7])([F:6])[C:3]([OH:5])=[O:4].[NH2:8][CH2:9][C:10]1[C:11]([C:15]2[N:19]([C:20]3[CH:25]=[CH:24][C:23]([F:26])=[C:22]([Cl:27])[CH:21]=3)C(=O)[O:17][N:16]=2)=[N:12][O:13][N:14]=1.[S:29](N)([NH2:32])(=[O:31])=[O:30].[OH-].[Na+]>N1C=CC=CC=1.O>[F:1][C:2]([F:7])([F:6])[C:3]([OH:5])=[O:4].[NH2:32][S:29]([NH:8][CH2:9][C:10]1[C:11]([C:15](=[N:16][OH:17])[NH:19][C:20]2[CH:25]=[CH:24][C:23]([F:26])=[C:22]([Cl:27])[CH:21]=2)=[N:12][O:13][N:14]=1)(=[O:31])=[O:30] |f:0.1,3.4,7.8|. Procedure details: 3-[4-(Aminomethyl)-1,2,5-oxadiazol-3-yl]-4-(3-chloro-4-fluorophenyl)-1,2,4-oxadiazol-5(4H)-one trifluoroacetate (30 mg, 0.07 mmol) and sulfamide (20 mg, 0.2 mmol) was dissolved in pyridine (1.0 mL) and heated at 120° C. for 3 min in a microwave. A solution of sodium hydroxide in water (0.5 mL, 1 N) was added and the solution was stirred for 30 minutes. Acidification with acetic acid and purification by preparative LCMS gave the desired product (17 mg, 50%). MF=C10H10ClFN6O4S; LCMS calculated for... Reactants: ClC=1N=C(C2=C(N1)C=CO2)Cl (2,4-dichlorofuro[3,2-d]pyrimidine), C(#C)C1CC1 (ethynylcyclopropane). Reagents/catalysts: Cl[Pd]([P](C1=CC=CC=C1)(C2=CC=CC=C2)C3=CC=CC=C3)([P](C4=CC=CC=C4)(C5=CC=CC=C5)C6=CC=CC=C6)Cl (Pd(PPh3)2Cl2), [Cu]I (CuI), C1=CC=C(C=C1)P(C2=CC=CC=C2)C3=CC=CC=C3 (PPh3). Run in C1CCOC1 (THF), TEA. Run at time 18 hour. Product: ClC=1N=C(C2=C(N1)C=CO2)C#CC2CC2 (2-chloro-4-(cyclopropylethynyl)furo[3,2-d]pyrimidine). Yield: 25.7%. As a reaction SMILES: [Cl:1][C:2]1[N:3]=[C:4](Cl)[C:5]2[O:10][CH:9]=[CH:8][C:6]=2[N:7]=1.[C:12]([CH:14]1[CH2:16][CH2:15]1)#[CH:13]>C1COCC1.Cl[Pd](Cl)([P](C1C=CC=CC=1)(C1C=CC=CC=1)C1C=CC=CC=1)[P](C1C=CC=CC=1)(C1C=CC=CC=1)C1C=CC=CC=1.[Cu]I.C1C=CC(P(C2C=CC=CC=2)C2C=CC=CC=2)=CC=1>[Cl:1][C:2]1[N:3]=[C:4]([C:13]#[C:12][CH:14]2[CH2:16][CH2:15]2)[C:5]2[O:10][CH:9]=[CH:8][C:6]=2[N:7]=1 |^1:24,43|. Procedure details: To a flask was added 2,4-dichlorofuro[3,2-d]pyrimidine (0.30 g, 1.6 mmol, ArkPharm), PPh3 (0.008 g, 0.03 mmol) in THF (1.2 mL) and TEA (1.764 mL). The mixture was placed under vacuum and purged with N2 three times, then Pd(PPh3)2Cl2 (0.011 g, 0.016 mmol) and CuI (0.006 g, 0.03 mmol) were added. The mixture was placed under vacuum and purged with N2 three times and then ethynylcyclopropane (0.161 mL, 1.905 mmol) was added. The mixture was placed under vacuum and purged with N2 and then the mixtur... Reactants: NC1=C2CCN(CC2=CC=C1)C (5-amino-2-methyl-1,2,3,4-tetrahydroisoquinoline), C(C)C1=CC(=C(C(=O)O)C=C1Cl)OC (4-ethyl-2-methoxy-5-chlorobenzoic acid). Procedure details: The title compound was prepared in an analogous manner to Example 1 from 5-amino-2-methyl-1,2,3,4-tetrahydroisoquinoline and 4-ethyl-2-methoxy-5-chlorobenzoic acid. RXN SMILES: [NH2:1][C:2]1[CH:11]=[CH:10][CH:9]=[C:8]2[C:3]=1[CH2:4][CH2:5][N:6]([CH3:12])[CH2:7]2.[CH2:13]([C:15]1[C:23]([Cl:24])=[CH:22][C:18]([C:19](O)=[O:20])=[C:17]([O:25][CH3:26])[CH:16]=1)[CH3:14]>>[ClH:24].[CH3:12][N:6]1[CH2:5][CH2:4][C:3]2[C:8](=[CH:9][CH:10]=[CH:11][C:2]=2[NH:1][C:19](=[O:20])[C:18]2[CH:22]=[C:23]([Cl:24])[C:15]([CH2:13][CH3:14])=[CH:16][C:17]=2[O:25][CH3:26])[CH2:7]1 |f:2.3|. The product is Cl.CN1CC2=CC=CC(=C2CC1)NC(C1=C(C=C(C(=C1)Cl)CC)OC)=O (N-(2-Methyl-1,2,3,4-tetrahydroisoquinolin-5-yl)-4-ethyl-2-methoxy-5-chloro Benzamide, Hydrochloride). Procedure details: Benzoyl chloride (28 ml.) was added dropwise, under anhydrous conditions, to an ice-cooled, stirred suspension of 5-amino-4-carbamoyl-1H-1,2,3-triazole (15.24 g.) in anhydrous pyridine (240 ml.), and the reaction mixture was then stirred at room temperature for 40 hours. The mixture was poured into cold water (1,200 ml.), and the solid filtered off and washed well with water. The crude solid was heated in a large volume of boiling ethanol, and the insoluble material filtered off while still hot,... The solvent is N1=CC=CC=C1 (pyridine). The product is C(C1=CC=CC=C1)(=O)NC1=C(N=NN1)C(N)=O (5-benzamido-4-carbamoyl-1H-1,2,3-triazole). Reactants: O (water), C(C1=CC=CC=C1)(=O)Cl (Benzoyl chloride), ice, NC1=C(N=NN1)C(N)=O (5-amino-4-carbamoyl-1H-1,2,3-triazole). RXN SMILES: [C:1](Cl)(=[O:8])[C:2]1[CH:7]=[CH:6][CH:5]=[CH:4][CH:3]=1.[NH2:10][C:11]1[NH:15][N:14]=[N:13][C:12]=1[C:16](=[O:18])[NH2:17].O>N1C=CC=CC=1>[C:1]([NH:10][C:11]1[NH:15][N:14]=[N:13][C:12]=1[C:16](=[O:18])[NH2:17])(=[O:8])[C:2]1[CH:7]=[CH:6][CH:5]=[CH:4][CH:3]=1.